This data is from the Open Reaction Database (ORD), a public repository of structured organic reaction records. The task is: describe an organic reaction: reactants, conditions, products, and yield The reactants are [Br-], CC(C)(C)S(=O)N=Cc1ccc(C(F)(F)F)nc1, C[Mg+], ClCCl. Yields the product CC(NS(=O)C(C)(C)C)c1ccc(C(F)(F)F)nc1. Reaction SMILES: [Br-:19].[CH3:1][C:2]([CH3:3])([CH3:4])[S:5](=[O:6])[N:7]=[CH:8][c:9]1[cH:10][n:11][c:12]([C:15]([F:16])([F:17])[F:18])[cH:13][cH:14]1.[CH3:20][Mg+:21].[Cl:22][CH2:23][Cl:24]>>[CH3:1][C:2]([CH3:3])([CH3:4])[S:5](=[O:6])[NH:7][CH:8]([c:9]1[cH:10][n:11][c:12]([C:15]([F:16])([F:17])[F:18])[cH:13][cH:14]1)[CH3:20].